From a dataset of the Open Reaction Database (ORD), a public repository of structured organic reaction records. describe an organic reaction: reactants, conditions, products, and yield Starting materials: C, CCC(=O)NCC=C1CCc2ccc3nc(C)oc3c21, CO, [Pd]. Product: CCC(=O)NCCC1CCc2ccc3nc(C)oc3c21. Reaction SMILES: [C:23].[CH3:1][c:2]1[o:3][c:4]2[c:5]([n:6]1)[cH:7][cH:8][c:9]1[c:13]2[C:12](=[CH:14][CH2:15][NH:16][C:17]([CH2:18][CH3:19])=[O:20])[CH2:11][CH2:10]1.[CH3:21][OH:22].[Pd:24]>>[CH3:1][c:2]1[o:3][c:4]2[c:5]([n:6]1)[cH:7][cH:8][c:9]1[c:13]2[CH:12]([CH2:14][CH2:15][NH:16][C:17]([CH2:18][CH3:19])=[O:20])[CH2:11][CH2:10]1. The reactants are CN(C)c1ccccc1, O, Nc1nc(O)cc(C(F)(F)F)n1, O=P(Cl)(Cl)Cl. Yields the product Nc1nc(Cl)cc(C(F)(F)F)n1. RXN SMILES: [CH3:18][N:19]([CH3:20])[c:21]1[cH:22][cH:23][cH:24][cH:25][cH:26]1.[OH2:27].[OH:1][c:2]1[n:3][c:4]([NH2:12])[n:5][c:6]([C:8]([F:9])([F:10])[F:11])[cH:7]1.[P:13]([Cl:14])([Cl:15])([Cl:16])=[O:17]>>[c:2]1([Cl:15])[n:3][c:4]([NH2:12])[n:5][c:6]([C:8]([F:9])([F:10])[F:11])[cH:7]1. The reactants are ClC1=CC(=C(C=C1O)N1C(=NC(=CC1=O)C(C(F)(F)F)(F)F)OC)F (1-(4-chloro-2-fluoro-5-hydroxyphenyl)-2-methoxy-4-pentafluoroethyl-6(1H)-pyrimidinone), S(=O)(=O)(OC)OC (dimethyl sulphate), C([O-])([O-])=O.[Na+].[Na+] (sodium carbonate). Run in CC(=O)C (acetone). Yields the product ClC1=CC(=C(C=C1OC)N1C(=NC(=CC1=O)C(C(F)(F)F)(F)F)OC)F (1-(4-chloro-2-fluoro-5-methoxyphenyl)-2-methoxy-4-pentafluoroethyl-6(1H)-pyrimidinone). RXN SMILES: [Cl:1][C:2]1[C:7]([OH:8])=[CH:6][C:5]([N:9]2[C:14](=[O:15])[CH:13]=[C:12]([C:16]([F:22])([F:21])[C:17]([F:20])([F:19])[F:18])[N:11]=[C:10]2[O:23][CH3:24])=[C:4]([F:25])[CH:3]=1.S(OC)(O[CH3:30])(=O)=O.C(=O)([O-])[O-].[Na+].[Na+]>CC(C)=O>[Cl:1][C:2]1[C:7]([O:8][CH3:30])=[CH:6][C:5]([N:9]2[C:14](=[O:15])[CH:13]=[C:12]([C:16]([F:21])([F:22])[C:17]([F:20])([F:18])[F:19])[N:11]=[C:10]2[O:23][CH3:24])=[C:4]([F:25])[CH:3]=1 |f:2.3.4|. Reported procedure: using 1-(4-chloro-2-fluoro-5-hydroxyphenyl)-2-methoxy-4-pentafluoroethyl-6(1H)-pyrimidinone and dimethyl sulphate with sodium carbonate in acetone there is obtained 1-(4-chloro-2-fluoro-5-methoxyphenyl)-2-methoxy-4-pentafluoroethyl-6(1H)-pyrimidinone. m.p. 123°-125° C.; The reactants are 18h, 3h, C(C1=CC=CC=C1)N1C(CC(C1)C(=O)OC)=O (methyl 1-benzyl-2-oxo-4-pyrrolidylcarboxylate), B.C1CCOC1 (borane THF), Cl.CO (hydrogen chloride methanol). The solvent is C1CCOC1 (THF). Yields the product C(C1=CC=CC=C1)N1CC(CC1)C(=O)OC (Methyl 1-benzyl-3-pyrrolidylcarboxylate). Isolated yield 50.2%. RXN SMILES: [CH2:1]([N:8]1[CH2:12][CH:11]([C:13]([O:15][CH3:16])=[O:14])[CH2:10][C:9]1=O)[C:2]1[CH:7]=[CH:6][CH:5]=[CH:4][CH:3]=1.B.C1COCC1.Cl.CO>C1COCC1>[CH2:1]([N:8]1[CH2:9][CH2:10][CH:11]([C:13]([O:15][CH3:16])=[O:14])[CH2:12]1)[C:2]1[CH:3]=[CH:4][CH:5]=[CH:6][CH:7]=1 |f:1.2,3.4|. Procedure: A solution of methyl 1-benzyl-2-oxo-4-pyrrolidylcarboxylate (D10, 35.4 g, 0.18 mole) in dry THF (135 ml) was added dropwise over 30 mins to 1M borane-THF solution (228 ml, 0.23 mole) at 0° C. under nitrogen, and when addition was complete the solution was heated under reflux for 1h. The solution was cooled to room temperature, then treated dropwise with 8% hydrogen chloride/methanol (114 ml, 0.25 mole HCl) and stirred for 18h, followed by 3h at reflux. The mixture was then concentrated in vacuo ... Starting materials: NCCOC1=C(C=C(C=C1)NC(C1=CC(=CC=C1)OC)=O)C1=CC=NN1C (N-(4-(2-aminoethoxy)-3-(1-methyl-1H-pyrazol-5-yl)phenyl)-3-methoxybenzamide), C(C)(C)N(C(C)C)CC (N,N-Diisopropylethylamine), ClC(=O)OCCCl (2-Chloroethyl chloroformate). Reaction conditions: time 8 hour. Yields the product ClCCOC(NCCOC1=C(C=C(C=C1)NC(C1=CC(=CC=C1)OC)=O)C=1N(N=CC1)C)=O ({2-[4-(3-Methoxy-benzoylamino)-2-(2-methyl-2H-pyrazol-3-yl)-phenoxy]-ethyl}-carbamic acid 2-chloro-ethyl ester). Isolated yield 38.0%. As a reaction SMILES: [NH2:1][CH2:2][CH2:3][O:4][C:5]1[CH:10]=[CH:9][C:8]([NH:11][C:12](=[O:21])[C:13]2[CH:18]=[CH:17][CH:16]=[C:15]([O:19][CH3:20])[CH:14]=2)=[CH:7][C:6]=1[C:22]1[N:26]([CH3:27])[N:25]=[CH:24][CH:23]=1.C(N(CC)C(C)C)(C)C.Cl[C:38]([O:40][CH2:41][CH2:42][Cl:43])=[O:39]>>[Cl:43][CH2:42][CH2:41][O:40][C:38](=[O:39])[NH:1][CH2:2][CH2:3][O:4][C:5]1[CH:10]=[CH:9][C:8]([NH:11][C:12](=[O:21])[C:13]2[CH:18]=[CH:17][CH:16]=[C:15]([O:19][CH3:20])[CH:14]=2)=[CH:7][C:6]=1[C:22]1[N:26]([CH3:27])[N:25]=[CH:24][CH:23]=1. Procedure details: To a solution of N-(4-(2-aminoethoxy)-3-(1-methyl-1H-pyrazol-5-yl)phenyl)-3-methoxybenzamide (0.5000 g, 1.365 mmol) and N,N-Diisopropylethylamine (0.2383 mL, 1.365 mmol) in 1 mL of was added dropwise, 2-Chloroethyl chloroformate (0.1951 g, 1.365 mmol). The reaction mixture was stirred overnight at ambient temperature. Ethanol was removed under vacuum and the crude was purified by preparative LCMS (m/z=472). The proper fractions were collected and lyophilized to afford the title compound as an of... Starting materials: C1CCOC1, COc1ccc(C(C)C(=O)N2C(=O)OCC2Cc2ccccc2)cc1, [Li+], [OH-], OO. Product: COc1ccc(C(C)C(=O)O)cc1. Reaction SMILES: [CH2:30]1[O:31][CH2:32][CH2:33][CH2:34]1.[CH3:1][O:2][c:3]1[cH:4][cH:5][c:6]([CH:9]([C:10](=[O:11])[N:12]2[CH:13]([CH2:14][c:15]3[cH:16][cH:17][cH:18][cH:19][cH:20]3)[CH2:21][O:22][C:23]2=[O:24])[CH3:25])[cH:7][cH:8]1.[Li+:26].[OH-:27].[OH:28][OH:29]>>[CH3:1][O:2][c:3]1[cH:4][cH:5][c:6]([CH:9]([C:10]([OH:11])=[O:27])[CH3:25])[cH:7][cH:8]1. The reactants are [Cl-].[Al+3].[Cl-].[Cl-] (aluminium chloride), NC1=C(C=C(C=C1)[N+](=O)[O-])O (2-amino-5-nitrophenol), ClC(C(C(=O)Cl)(F)F)F (3-chloro-2,2,3-trifluoro-propionyl chloride). Run in Cl (hydrochloric acid). Conditions: temperature 20 celsius, time 3 hour. Product: ClC(C(C(=O)NC1=C(C=C(C=C1)[N+](=O)[O-])O)(F)F)F (2-(3-chloro-2,2,3-trifluoro-propionamido)-5-nitrophenol). Reaction SMILES: [Cl-].[Al+3].[Cl-].[Cl-].[NH2:5][C:6]1[CH:11]=[CH:10][C:9]([N+:12]([O-:14])=[O:13])=[CH:8][C:7]=1[OH:15].[Cl:16][CH:17]([F:24])[C:18]([F:23])([F:22])[C:19](Cl)=[O:20]>Cl>[Cl:16][CH:17]([F:24])[C:18]([F:23])([F:22])[C:19]([NH:5][C:6]1[CH:11]=[CH:10][C:9]([N+:12]([O-:14])=[O:13])=[CH:8][C:7]=1[OH:15])=[O:20] |f:0.1.2.3|. Procedure: 146.8 g (1.1 mole) of anhydrous aluminium chloride were added with stirring to a suspension of 154 g (1 mole) of 2-amino-5-nitrophenol. The brownish black solution was cooled down to 20° C. In 20 min 181 g (1 mole) of 3-chloro-2,2,3-trifluoro-propionyl chloride were added thereto, the temperature being kept at 30° C. by cooling. After 3 hours of stirring at room temperature the solution was poured out in 2 l of icewater and 200 ml of concentrated hydrochloric acid. Stirring was continued for 1 h... The reactants are CCCC(=O)N1C(=O)OCC1Cc1ccccc1, CCCOCc1cc(CBr)cc2ccccc12, C[Si](C)(C)[N-][Si](C)(C)C, [Cl-], [Li+], [NH4+], C1CCOC1. RXN SMILES: [C:1]([CH2:2][CH2:3][CH3:4])(=[O:5])[N:6]1[C:7](=[O:18])[O:8][CH2:9][CH:10]1[CH2:11][c:12]1[cH:13][cH:14][cH:15][cH:16][cH:17]1.[CH2:29]([CH2:30][CH3:31])[O:32][CH2:33][c:34]1[cH:35][c:36]([CH2:44][Br:45])[cH:37][c:38]2[cH:39][cH:40][cH:41][cH:42][c:43]12.[CH3:19][Si:20]([CH3:21])([CH3:22])[N-:23][Si:24]([CH3:25])([CH3:26])[CH3:27].[Cl-:46].[Li+:28].[NH4+:47].[O:48]1[CH2:49][CH2:50][CH2:51][CH2:52]1>>[C:1]([CH:2]([CH2:3][CH3:4])[CH2:44][c:36]1[cH:35][c:34]([CH2:33][O:32][CH2:29][CH2:30][CH3:31])[c:43]2[c:38]([cH:37]1)[cH:39][cH:40][cH:41][cH:42]2)(=[O:5])[N:6]1[C:7](=[O:18])[O:8][CH2:9][CH:10]1[CH2:11][c:12]1[cH:13][cH:14][cH:15][cH:16][cH:17]1. Yields the product CCCOCc1cc(CC(CC)C(=O)N2C(=O)OCC2Cc2ccccc2)cc2ccccc12.